Dataset: the Open Reaction Database (ORD), a public repository of structured organic reaction records. Task: describe an organic reaction: reactants, conditions, products, and yield The reactants are CCOC(=O)C(CC(Br)CC(F)(F)Cl)C(=O)OCC, CC(=O)[O-], CCO, [H][H], [Na+]. Yields the product CCOC(=O)C(CCCC(F)(F)Cl)C(=O)OCC. Reaction SMILES: [CH2:1]([CH3:2])[O:3][C:4]([CH:5]([C:6](=[O:7])[O:8][CH2:9][CH3:10])[CH2:11][CH:12]([CH2:13][C:14]([F:15])([F:16])[Cl:17])[Br:18])=[O:19].[CH3:21][C:22](=[O:23])[O-:24].[CH3:27][CH2:28][OH:29].[H:25][H:26].[Na+:20]>>[CH2:1]([CH3:2])[O:3][C:4]([CH:5]([C:6](=[O:7])[O:8][CH2:9][CH3:10])[CH2:11][CH2:12][CH2:13][C:14]([F:15])([F:16])[Cl:17])=[O:19]. The reactants are O=C([O-])[O-], C#CCOc1ccc2c(c1)C13CCCCC1C(C2)NCC3, BrCC1CC1, [Cl-], Cl, [K+], [K+], [Na+], CN(C)C=O. Yields the product C#CCOc1ccc2c(c1)C13CCCCC1C(C2)N(CC1CC1)CC3. As a reaction SMILES: [C:23](=[O:24])([O-:25])[O-:26].[CH2:1]([C:2]#[CH:3])[O:4][c:5]1[cH:6][cH:7][c:8]2[c:17]([cH:18]1)[C:16]13[CH:11]([CH:10]([CH2:9]2)[NH:21][CH2:20][CH2:19]1)[CH2:12][CH2:13][CH2:14][CH2:15]3.[CH:29]1([CH2:32][Br:33])[CH2:30][CH2:31]1.[Cl-:34].[ClH:22].[K+:27].[K+:28].[Na+:35].[O:36]=[CH:37][N:38]([CH3:39])[CH3:40]>>[CH2:1]([C:2]#[CH:3])[O:4][c:5]1[cH:6][cH:7][c:8]2[c:17]([cH:18]1)[C:16]13[CH:11]([CH:10]([CH2:9]2)[N:21]([CH2:32][CH:29]2[CH2:30][CH2:31]2)[CH2:20][CH2:19]1)[CH2:12][CH2:13][CH2:14][CH2:15]3. Starting materials: O=[N+]([O-])c1ccc(Cl)cc1Cl, [K+], [OH-], Oc1ccccc1. Product: O=[N+]([O-])c1ccc(Cl)cc1Oc1ccccc1. Reaction SMILES: [Cl:1][c:2]1[c:3]([N+:9](=[O:10])[O-:11])[cH:4][cH:5][c:6]([Cl:8])[cH:7]1.[K+:20].[OH-:19].[OH:12][c:13]1[cH:14][cH:15][cH:16][cH:17][cH:18]1>>[c:2]1([O:12][c:13]2[cH:14][cH:15][cH:16][cH:17][cH:18]2)[c:3]([N+:9](=[O:10])[O-:11])[cH:4][cH:5][c:6]([Cl:8])[cH:7]1. Reactants: CC#N, [F-], CCOC(=O)c1c(C(F)(F)F)nc(C(F)F)c(C(=O)OC)c1Cl, [K+], C1COCCOCCOCCOCCOCCO1, O. The product is CCOC(=O)c1c(C(F)(F)F)nc(C(F)F)c(C(=O)OC)c1F. Reaction SMILES: [CH3:45][C:46]#[N:47].[F-:19].[F:21][CH:22]([c:23]1[c:24]([C:39](=[O:40])[O:41][CH3:42])[c:25]([Cl:38])[c:26]([C:33](=[O:34])[O:35][CH2:36][CH3:37])[c:27]([C:29]([F:30])([F:31])[F:32])[n:28]1)[F:43].[K+:20].[O:1]1[CH2:2][CH2:3][O:4][CH2:5][CH2:6][O:7][CH2:8][CH2:9][O:10][CH2:11][CH2:12][O:13][CH2:14][CH2:15][O:16][CH2:17][CH2:18]1.[OH2:44]>>[F:19][c:25]1[c:24]([C:39](=[O:40])[O:41][CH3:42])[c:23]([CH:22]([F:21])[F:43])[n:28][c:27]([C:29]([F:30])([F:31])[F:32])[c:26]1[C:33](=[O:34])[O:35][CH2:36][CH3:37]. Reactants: CI (Methyliodide), P1=CC=CC=2C3=CC=CC=C3C=CC12.C(C)(C)(C)C1=C(C=CC=C1)N1C2=CC=CC=C2C=2C=CC(=C(C12)O)O (N-(t-butylphenyl)dihydroxy carbazole phosphaphenanthrene), P1=CC=CC=2C3=CC=CC=C3C=CC12.C(C)(C)(C)C1=C(C=CC=C1)N1C2=CC=CC=C2C=2C=CC(=C(C12)O)O (N-(t-butylphenyl)dihydroxy carbazole phosphaphenanthrene), C([O-])([O-])=O.[K+].[K+] (potassium carbonate), CC(=O)C (acetone). Product: P1=CC=CC=2C3=CC=CC=C3C=CC12.C(C)(C)(C)C1=C(C=CC=C1)N1C2=CC=CC=C2C=2C=CC(=C(C12)OC)OC (N-(t-butylphenyl)dimethoxy carbazole phosphaphenanthrene). As a reaction SMILES: [P:1]1[C:14]2[CH:13]=[CH:12][C:11]3[C:6](=[CH:7][CH:8]=[CH:9][CH:10]=3)[C:5]=2[CH:4]=[CH:3][CH:2]=1.[C:15]([C:19]1[CH:24]=[CH:23][CH:22]=[CH:21][C:20]=1[N:25]1[C:37]2[C:36](O)=[C:35](O)[CH:34]=[CH:33][C:32]=2[C:31]2[C:26]1=[CH:27][CH:28]=[CH:29][CH:30]=2)([CH3:18])([CH3:17])[CH3:16].[C:40](=[O:43])([O-])[O-].[K+].[K+].CI.C[C:49](C)=[O:50]>>[P:1]1[C:14]2[CH:13]=[CH:12][C:11]3[C:6](=[CH:7][CH:8]=[CH:9][CH:10]=3)[C:5]=2[CH:4]=[CH:3][CH:2]=1.[C:15]([C:19]1[CH:24]=[CH:23][CH:22]=[CH:21][C:20]=1[N:25]1[C:37]2[C:36]([O:50][CH3:49])=[C:35]([O:43][CH3:40])[CH:34]=[CH:33][C:32]=2[C:31]2[C:26]1=[CH:27][CH:28]=[CH:29][CH:30]=2)([CH3:16])([CH3:17])[CH3:18] |f:0.1,2.3.4,7.8|. Procedure: In a 250 ml two-neck flask, N-(t-butylphenyl)dihydroxy carbazole phosphaphenanthrene (Compound I, 4.12 g), potassium carbonate (21 g), and acetone (100 ml) were mixed and stirred. Methyliodide (17.4 g) was added thereto, followed by refluxing and stirring for 1 hour. The reaction solution was filtered, and the filtrate was concentrated and dissolved in ethylacetate. The resultant was washed with distilled water, and the organic layer was dried over anhydrous magnesium sulfate. The dried organic ...